From a dataset of the Open Reaction Database (ORD), a public repository of structured organic reaction records. describe an organic reaction: reactants, conditions, products, and yield The reactants are Brc1ccc(I)cc1, COCCOC, Cc1ccccc1, [Na+], [Na+], O=C([O-])[O-], O, [Pd], c1ccc(P(c2ccccc2)c2ccccc2)cc1, c1ccc(P(c2ccccc2)c2ccccc2)cc1, c1ccc(P(c2ccccc2)c2ccccc2)cc1, c1ccc(P(c2ccccc2)c2ccccc2)cc1, OB(O)c1ccc2cc(-c3ccccc3)ccc2c1. The product is Brc1ccc(-c2ccc3cc(-c4ccccc4)ccc3c2)cc1. As a reaction SMILES: [Br:1][c:2]1[cH:3][cH:4][c:5]([I:8])[cH:6][cH:7]1.[CH2:119]([CH2:120][O:121][CH3:122])[O:123][CH3:124].[CH3:28][c:29]1[cH:30][cH:31][cH:32][cH:33][cH:34]1.[Na+:35].[Na+:36].[O-:37][C:38](=[O:39])[O-:40].[OH2:118].[Pd:41].[c:42]1([P:43]([c:44]2[cH:45][cH:46][cH:47][cH:48][cH:49]2)[c:50]2[cH:51][cH:52][cH:53][cH:54][cH:55]2)[cH:56][cH:57][cH:58][cH:59][cH:60]1.[c:61]1([P:62]([c:63]2[cH:64][cH:65][cH:66][cH:67][cH:68]2)[c:69]2[cH:70][cH:71][cH:72][cH:73][cH:74]2)[cH:75][cH:76][cH:77][cH:78][cH:79]1.[c:80]1([P:81]([c:82]2[cH:83][cH:84][cH:85][cH:86][cH:87]2)[c:88]2[cH:89][cH:90][cH:91][cH:92][cH:93]2)[cH:94][cH:95][cH:96][cH:97][cH:98]1.[c:99]1([P:100]([c:101]2[cH:102][cH:103][cH:104][cH:105][cH:106]2)[c:107]2[cH:108][cH:109][cH:110][cH:111][cH:112]2)[cH:113][cH:114][cH:115][cH:116][cH:117]1.[c:9]1(-[c:15]2[cH:16][c:17]3[cH:18][cH:19][c:20]([B:25]([OH:26])[OH:27])[cH:21][c:22]3[cH:23][cH:24]2)[cH:10][cH:11][cH:12][cH:13][cH:14]1>>[Br:1][c:2]1[cH:3][cH:4][c:5](-[c:20]2[cH:19][cH:18][c:17]3[cH:16][c:15](-[c:9]4[cH:10][cH:11][cH:12][cH:13][cH:14]4)[cH:24][cH:23][c:22]3[cH:21]2)[cH:6][cH:7]1.